From a dataset of the Open Reaction Database (ORD), a public repository of structured organic reaction records. describe an organic reaction: reactants, conditions, products, and yield The reactants are CO, Cl, c1ccc(CN2CCCC2C2(N3CCCC3)CC2)cc1. Product: Cl, C1CNC(C2(N3CCCC3)CC2)C1. Reaction SMILES: [CH3:22][OH:23].[ClH:21].[c:1]1([CH2:2][N:8]2[CH:9]([C:13]3([N:16]4[CH2:17][CH2:18][CH2:19][CH2:20]4)[CH2:14][CH2:15]3)[CH2:10][CH2:11][CH2:12]2)[cH:3][cH:4][cH:5][cH:6][cH:7]1>>[ClH:21].[NH:8]1[CH:9]([C:13]2([N:16]3[CH2:17][CH2:18][CH2:19][CH2:20]3)[CH2:14][CH2:15]2)[CH2:10][CH2:11][CH2:12]1. Starting materials: C(C=C)OC1=CC=C(COCCN2N=CC=N2)C=C1 (2-[2-(4-allyloxy-benzyloxy)-ethyl]-2H-[1,2,3]-triazole), CN1C(=O)N(C(=O)CC1=O)C (1,3-dimethylbarbituric acid). Reagents/catalysts: C=1C=CC(=CC1)[P](C=2C=CC=CC2)(C=3C=CC=CC3)[Pd]([P](C=4C=CC=CC4)(C=5C=CC=CC5)C=6C=CC=CC6)([P](C=7C=CC=CC7)(C=8C=CC=CC8)C=9C=CC=CC9)[P](C=1C=CC=CC1)(C=1C=CC=CC1)C=1C=CC=CC1 (Pd(PPh3)4). Run in ClCCl (dichloromethane), ClCCl (dichloromethane). Reaction conditions: temperature 40 celsius, time 4.5 hour. The product is N=1N(N=CC1)CCOCC1=CC=C(C=C1)O (4-(2-[1,2,3]Triazol-2-yl-ethoxymethyl)-phenol). Isolated yield 86.0%. RXN SMILES: C([O:4][C:5]1[CH:19]=[CH:18][C:8]([CH2:9][O:10][CH2:11][CH2:12][N:13]2[N:17]=[CH:16][CH:15]=[N:14]2)=[CH:7][CH:6]=1)C=C.CN1C(=O)CC(=O)N(C)C1=O>ClCCl.C1C=CC([P]([Pd]([P](C2C=CC=CC=2)(C2C=CC=CC=2)C2C=CC=CC=2)([P](C2C=CC=CC=2)(C2C=CC=CC=2)C2C=CC=CC=2)[P](C2C=CC=CC=2)(C2C=CC=CC=2)C2C=CC=CC=2)(C2C=CC=CC=2)C2C=CC=CC=2)=CC=1>[N:14]1[N:13]([CH2:12][CH2:11][O:10][CH2:9][C:8]2[CH:18]=[CH:19][C:5]([OH:4])=[CH:6][CH:7]=2)[N:17]=[CH:16][CH:15]=1 |^1:37,39,58,77|. Procedure: A solution of 950 mg (3.66 mmol) 2-[2-(4-allyloxy-benzyloxy)-ethyl]-2H-[1,2,3]-triazole in 20 ml dichloromethane was added to a solution of 1.71 g (11.0 mmol) 1,3-dimethylbarbituric acid and 104 mg (0.09 mmol) Pd(PPh3)4 in 40 ml dichloromethane and stirred for 4.5 h at 40° C. The mixture was extracted with 3×40 ml sat. NaHCO3-solution and 15 ml water and the combined aqueous phases were reextracted with 2×40 ml dichloromethane. The organic extracts were combined and dried over MgSO4. Solvents we...